This data is from the Open Reaction Database (ORD), a public repository of structured organic reaction records. The task is: describe an organic reaction: reactants, conditions, products, and yield Starting materials: CC(=O)Nc1ccc(S(=O)(=O)Cl)cc1, Nc1cnc(Oc2cc3ccccc3cn2)c(Cl)c1. The product is CC(=O)Nc1ccc(S(=O)(=O)Nc2cnc(Oc3cc4ccccc4cn3)c(Cl)c2)cc1. Reaction SMILES: [C:20]([CH3:21])(=[O:22])[NH:23][c:24]1[cH:25][cH:26][c:27]([S:30](=[O:31])(=[O:32])[Cl:33])[cH:28][cH:29]1.[Cl:1][c:2]1[cH:3][c:4]([NH2:19])[cH:5][n:6][c:7]1[O:8][c:9]1[n:10][cH:11][c:12]2[cH:13][cH:14][cH:15][cH:16][c:17]2[cH:18]1>>[Cl:1][c:2]1[cH:3][c:4]([NH:19][S:30]([c:27]2[cH:26][cH:25][c:24]([NH:23][C:20]([CH3:21])=[O:22])[cH:29][cH:28]2)(=[O:31])=[O:32])[cH:5][n:6][c:7]1[O:8][c:9]1[n:10][cH:11][c:12]2[cH:13][cH:14][cH:15][cH:16][c:17]2[cH:18]1. Starting materials: C(CC)C1=[N+](C=CC=C1)[O-] (2-propylpyridine-N-oxide), C(=O)([O-])[O-].[Na+].[Na+] (Na2CO3), anhydride, O (H2O). The solvent is C(C)(=O)O (acetic acid), C(C)(=O)OC(C)=O (acetic anhydride). Reaction conditions: temperature 85 celsius, time 12 hour. Yields the product C(C)C(=O)C1=NC=CC=C1 (ethyl-2-pyridylketone). RXN SMILES: [CH2:1]([C:4]1[CH:9]=[CH:8][CH:7]=[CH:6][N+:5]=1[O-])[CH2:2][CH3:3].O.C([O-])([O-])=[O:13].[Na+].[Na+]>C(O)(=O)C.C(OC(=O)C)(=O)C>[CH2:2]([C:1]([C:4]1[CH:9]=[CH:8][CH:7]=[CH:6][N:5]=1)=[O:13])[CH3:3] |f:2.3.4|. Procedure: 19 g of 2-propylpyridine-N-oxide were dissolved in 40 ml of glacial acetic acid/40 ml of acetic anhydride and stirred for 6 hours at 85° C. and 12 hours at ambient temperature. Excess anhydride was decomposed with H2O, the solution was neutralized with Na2CO3 and extracted with diethyl ether. After rotating in the ether phase, 12 g of 2-(1-acetoxypropyl)-pyridine remained. This product was dissolved in 120 ml of methanol (70%), mixed with 4 g of NaOH and refluxed for 6 hours. After rotating out ... Product: CCOC(=O)c1nc(N)sc1I. Starting materials: C1CCOC1, O=C1CCC(=O)N1I, CCOC(=O)c1csc(N)n1. As a reaction SMILES: [CH2:20]1[O:21][CH2:22][CH2:23][CH2:24]1.[I:12][N:13]1[C:14](=[O:15])[CH2:16][CH2:17][C:18]1=[O:19].[NH2:1][c:2]1[s:3][cH:4][c:5]([C:7](=[O:8])[O:9][CH2:10][CH3:11])[n:6]1>>[NH2:1][c:2]1[s:3][c:4]([I:12])[c:5]([C:7](=[O:8])[O:9][CH2:10][CH3:11])[n:6]1. The reactants are C([O-])([O-])=O.[Cs+].[Cs+] (caesium carbonate), C(C)OC(=O)C1=NNC=C1I (4-Iodo-1H-pyrazole-3-carboxylic acid ethyl ester), BrCCOC1OCCCC1 (2-(2-bromoethoxy)tetrahydro-2H-pyran). Solvent: C(C)#N (acetonitrile). Yields the product C(C)OC(=O)C1=NN(C=C1I)CCOC1OCCCC1 (4-Iodo-1-[2-(tetrahydro-pyran-2-yloxy)-ethyl]-1H-pyrazole-3-carboxylic acid ethyl ester). Isolated yield 39.0%. As a reaction SMILES: [CH2:1]([O:3][C:4]([C:6]1[C:10]([I:11])=[CH:9][NH:8][N:7]=1)=[O:5])[CH3:2].C(=O)([O-])[O-].[Cs+].[Cs+].Br[CH2:19][CH2:20][O:21][CH:22]1[CH2:27][CH2:26][CH2:25][CH2:24][O:23]1>C(#N)C>[CH2:1]([O:3][C:4]([C:6]1[C:10]([I:11])=[CH:9][N:8]([CH2:19][CH2:20][O:21][CH:22]2[CH2:27][CH2:26][CH2:25][CH2:24][O:23]2)[N:7]=1)=[O:5])[CH3:2] |f:1.2.3|. Procedure details: A suspension of Intermediate 74b (2.72 g, 10.2 mmol) in acetonitrile (27 mL) was treated with caesium carbonate (5.0 g, 15.3 mmol) then 2-(2-bromoethoxy)tetrahydro-2H-pyran (1.70 mL, 11.2 mmol) and the mixture was stirred at 60° C. for 3.5 h. The mixture was evaporated in vacuo and the residue was partitioned between EtOAc and water. The aqueous layer was then extracted with EtOAc (2×). The combined organic layers were washed with saturated aqueous sodium bicarbonate solution and brine, dried (N... The reactants are CC(C)(C)C(C=1C=2N(C=CC1)C=CN2)N(C([O-])=O)[C@@H]2C[C@H](C2)OC2=CC(=C(C=C2)F)C(F)(F)F (1,1-Dimethylethyl(trans-3-{[4-fluoro-3-(trifluoromethyl)phenyl]oxy}cyclobutyl)(imidazo[1,2-a]pyridin-8-ylmethyl)carbamate), O1CCOCC1 (dioxane). Run in CS(=O)C.CO (DMSO MeOH), Cl (HCl). Product: FC1=C(C=C(C=C1)O[C@@H]1C[C@H](C1)NCC=1C=2N(C=CC1)C=CN2)C(F)(F)F (trans-3-{[4-Fluoro-3-(trifluoromethyl)phenyl]oxy}-N-(imidazo[1,2-a]pyridin-8-ylmethyl)cyclobutanamine). Yield: 34.3%. Reaction SMILES: CC([CH:5]([N:15]([C@H:19]1[CH2:22][C@H:21]([O:23][C:24]2[CH:29]=[CH:28][C:27]([F:30])=[C:26]([C:31]([F:34])([F:33])[F:32])[CH:25]=2)[CH2:20]1)C(=O)[O-])[C:6]1[C:7]2[N:8]([CH:12]=[CH:13][N:14]=2)[CH:9]=[CH:10][CH:11]=1)(C)C.O1CCOCC1>Cl.CS(C)=O.CO>[F:30][C:27]1[CH:28]=[CH:29][C:24]([O:23][C@H:21]2[CH2:22][C@H:19]([NH:15][CH2:5][C:6]3[C:7]4[N:8]([CH:12]=[CH:13][N:14]=4)[CH:9]=[CH:10][CH:11]=3)[CH2:20]2)=[CH:25][C:26]=1[C:31]([F:33])([F:32])[F:34] |f:3.4|. Procedure details: 1,1-Dimethylethyl(trans-3-{[4-fluoro-3-(trifluoromethyl)phenyl]oxy}cyclobutyl)(imidazo[1,2-a]pyridin-8-ylmethyl)carbamate (62 mg, 0.129 mmol) was stirred in 4M HCl in dioxane (5 mL, 20 mmol) for 3 hours when LCMS indicated the reaction to be complete. The mixture was loaded onto a SCX cartridge (2 g) and eluted with MeOH (3 column volumes) and flushed with ammonia in MeOH. The eluant was concentrated in vacuo to give slightly impure product which was dissolved in 50:50 DMSO/MeOH (1 mL) and purif... The reactants are Brc1ccc(Br)cc1, O=C([O-])[O-], I[Cu]I, [K+], [K+], c1ccc2c(c1)[nH]c1ccccc12. The product is Brc1ccc(-n2c3ccccc3c3ccccc32)cc1. RXN SMILES: [Br:1][c:2]1[cH:3][cH:4][c:5]([Br:8])[cH:6][cH:7]1.[C:22](=[O:23])([O-:24])[O-:25].[Cu:28]([I:29])[I:30].[K+:26].[K+:27].[cH:9]1[cH:10][cH:11][cH:12][c:13]2[c:14]3[cH:15][cH:16][cH:17][cH:18][c:19]3[nH:20][c:21]12>>[c:2]1(-[n:20]2[c:19]3[c:14]([c:13]4[cH:12][cH:11][cH:10][cH:9][c:21]42)[cH:15][cH:16][cH:17][cH:18]3)[cH:3][cH:4][c:5]([Br:8])[cH:6][cH:7]1.